Dataset: the Open Reaction Database (ORD), a public repository of structured organic reaction records. Task: describe an organic reaction: reactants, conditions, products, and yield The reactants are Cl (hydrochloric acid), C[SiH](C1=CC(=C(C(=C1)C(C)(C)C)O[Si](C)(C)C)C(C)(C)C)C1=CC(=C(C(=C1)C(C)(C)C)O[Si](C)(C)C)C(C)(C)C (methylbis (3,5-di-tert-butyl-4-trimethylsilyloxyphenyl)silane), O.O.O.[F-].C(CCC)[N+](CCCC)(CCCC)CCCC (tetrabutylammonium fluoride trihydrate). The solvent is O1CCCC1 (tetrahydrofuran), O1CCCC1 (tetrahydrofuran), O1CCCC1 (tetrahydrofuran). Reaction conditions: time 5 minute. Product: C[SiH](C1=CC(=C(C(=C1)C(C)(C)C)O)C(C)(C)C)C1=CC(=C(C(=C1)C(C)(C)C)O)C(C)(C)C (Methyl-bis(3,5-di-tert-butyl-4-hydroxyphenyl)silane). Isolated yield 59.4%. RXN SMILES: [CH3:1][SiH:2]([C:22]1[CH:27]=[C:26]([C:28]([CH3:31])([CH3:30])[CH3:29])[C:25]([O:32][Si](C)(C)C)=[C:24]([C:37]([CH3:40])([CH3:39])[CH3:38])[CH:23]=1)[C:3]1[CH:8]=[C:7]([C:9]([CH3:12])([CH3:11])[CH3:10])[C:6]([O:13][Si](C)(C)C)=[C:5]([C:18]([CH3:21])([CH3:20])[CH3:19])[CH:4]=1.O.O.O.[F-].C([N+](CCCC)(CCCC)CCCC)CCC.Cl>O1CCCC1>[CH3:1][SiH:2]([C:3]1[CH:4]=[C:5]([C:18]([CH3:21])([CH3:20])[CH3:19])[C:6]([OH:13])=[C:7]([C:9]([CH3:12])([CH3:11])[CH3:10])[CH:8]=1)[C:22]1[CH:23]=[C:24]([C:37]([CH3:40])([CH3:38])[CH3:39])[C:25]([OH:32])=[C:26]([C:28]([CH3:30])([CH3:31])[CH3:29])[CH:27]=1 |f:1.2.3.4.5|. Procedure: To a solution of 6.0 g (10 mmol) of methylbis (3,5-di-tert-butyl-4-trimethylsilyloxyphenyl)silane in 30 ml of tetrahydrofuran is added dropwise a solution of 6.3 g (20 mmol) of tetrabutylammonium fluoride trihydrate in 35 ml of tetrahydrofuran. A vigorous evolution of gas is witnessed during the addition and the reaction mixture becomes green in color. The reaction mixture is stirred for 5 minutes at room temperature and to it is added dropwise a solution of 1.9 g (52 mmol) of concentrated hydro...